Dataset: the Open Reaction Database (ORD), a public repository of structured organic reaction records. Task: describe an organic reaction: reactants, conditions, products, and yield Reactants: C1(CCC1)C=O (Cyclobutanecarbaldehyde), C(C)OP(=O)(OCC)CC(=O)OCC (ethyl 2-(diethoxyphosphoryl)acetate), C1CCC2=NCCCN2CC1 (DBU), [Cl-].[Li+] (lithium chloride). The solvent is CC#N (MeCN). Reaction conditions: temperature 0 celsius, time 8 hour. Yields the product C1(CCC1)/C=C/C(=O)OCC ((E)-Ethyl 3-cyclobutylacrylate). Isolated yield 77.6%. Reaction SMILES: [Cl-].[Li+].C(OP([CH2:11][C:12]([O:14][CH2:15][CH3:16])=[O:13])(OCC)=O)C.[CH2:17]1[CH2:27][CH2:26]N2C(=NCCC2)[CH2:19][CH2:18]1.C1(C=O)CCC1>CC#N>[CH:18]1(/[CH:19]=[CH:11]/[C:12]([O:14][CH2:15][CH3:16])=[O:13])[CH2:17][CH2:27][CH2:26]1 |f:0.1|. Procedure details: To a suspension of lithium chloride (2.22 g, 52.2 mmol) in MeCN (80 mL) were added ethyl 2-(diethoxyphosphoryl)acetate (available from Aldrich) (8.37 mL, 41.8 mmol) and DBU (16.7 mL, 111 mmol) at room temperature. The mixture was cooled to 0° C., and to it was added cyclobutanecarbaldehyde 70.B (2.93 g, 34.8 mmol) dropwise. The resulting cloudy mixture was warmed to room temperature and stirred overnight. The mixture was partitioned between water and EtOAc. The layers were separated, and the aqu... The reactants are NC1CCN(C(=O)OCc2ccccc2)CC1, COCCCN1CCOc2ccc(COC3CN(S(=O)(=O)c4ccc(C)cc4)C(CC(C)(C)C(=O)O)CC3c3ccc(OC)cc3)cc21. The product is COCCCN1CCOc2ccc(COC3CN(S(=O)(=O)c4ccc(C)cc4)C(CC(C)(C)C(=O)NC4CCN(C(=O)OCc5ccccc5)CC4)CC3c3ccc(OC)cc3)cc21. As a reaction SMILES: [CH2:49]([c:50]1[cH:51][cH:52][cH:53][cH:54][cH:55]1)[O:56][C:57](=[O:58])[N:59]1[CH2:60][CH2:61][CH:62]([NH2:65])[CH2:63][CH2:64]1.[CH3:1][O:2][c:3]1[cH:4][cH:5][c:6]([CH:9]2[CH2:10][CH:11]([CH2:42][C:43]([C:44](=[O:45])[OH:46])([CH3:47])[CH3:48])[N:12]([S:32](=[O:33])(=[O:34])[c:35]3[cH:36][cH:37][c:38]([CH3:41])[cH:39][cH:40]3)[CH2:13][CH:14]2[O:15][CH2:16][c:17]2[cH:18][cH:19][c:20]3[c:21]([cH:31]2)[N:22]([CH2:26][CH2:27][CH2:28][O:29][CH3:30])[CH2:23][CH2:24][O:25]3)[cH:7][cH:8]1>>[CH3:1][O:2][c:3]1[cH:4][cH:5][c:6]([CH:9]2[CH2:10][CH:11]([CH2:42][C:43]([C:44](=[O:45])[NH:65][CH:62]3[CH2:61][CH2:60][N:59]([C:57]([O:56][CH2:49][c:50]4[cH:51][cH:52][cH:53][cH:54][cH:55]4)=[O:58])[CH2:64][CH2:63]3)([CH3:47])[CH3:48])[N:12]([S:32](=[O:33])(=[O:34])[c:35]3[cH:36][cH:37][c:38]([CH3:41])[cH:39][cH:40]3)[CH2:13][CH:14]2[O:15][CH2:16][c:17]2[cH:18][cH:19][c:20]3[c:21]([cH:31]2)[N:22]([CH2:26][CH2:27][CH2:28][O:29][CH3:30])[CH2:23][CH2:24][O:25]3)[cH:7][cH:8]1. The reactants are CC(C)(C)OC(=O)n1c(-c2cc(Br)ccc2F)nc2ccccc21, CC(C)(C)OC(=O)N1CCNCC1, O=C([O-])[O-], CC(=O)[O-], CC(=O)[O-], [Cs+], [Cs+], [Pd+2], c1ccc(P(c2ccccc2)c2ccc3ccccc3c2-c2c(P(c3ccccc3)c3ccccc3)ccc3ccccc23)cc1. Yields the product CC(C)(C)OC(=O)N1CCN(c2ccc(F)c(-c3nc4ccccc4n3C(=O)OC(C)(C)C)c2)CC1. RXN SMILES: [C:1]([CH3:2])([CH3:3])([CH3:4])[O:5][C:6](=[O:7])[n:8]1[c:9](-[c:17]2[c:18]([F:24])[cH:19][cH:20][c:21]([Br:23])[cH:22]2)[n:10][c:11]2[c:12]1[cH:13][cH:14][cH:15][cH:16]2.[C:25]([CH3:26])([CH3:27])([CH3:28])[O:29][C:30](=[O:31])[N:32]1[CH2:33][CH2:34][NH:35][CH2:36][CH2:37]1.[C:38](=[O:39])([O-:40])[O-:41].[C:90]([O-:91])(=[O:92])[CH3:93].[C:95]([O-:96])(=[O:97])[CH3:98].[Cs+:42].[Cs+:43].[Pd+2:94].[cH:44]1[cH:45][cH:46][c:47]([P:48]([c:49]2[cH:50][cH:51][c:52]3[c:53]([cH:54][cH:55][cH:56][cH:57]3)[c:58]2-[c:59]2[c:60]3[c:61]([cH:62][cH:63][cH:64][cH:65]3)[cH:66][cH:67][c:68]2[P:69]([c:70]2[cH:71][cH:72][cH:73][cH:74][cH:75]2)[c:76]2[cH:77][cH:78][cH:79][cH:80][cH:81]2)[c:82]2[cH:83][cH:84][cH:85][cH:86][cH:87]2)[cH:88][cH:89]1>>[C:1]([CH3:2])([CH3:3])([CH3:4])[O:5][C:6](=[O:7])[n:8]1[c:9](-[c:17]2[c:18]([F:24])[cH:19][cH:20][c:21]([N:35]3[CH2:34][CH2:33][N:32]([C:30]([O:29][C:25]([CH3:26])([CH3:27])[CH3:28])=[O:31])[CH2:37][CH2:36]3)[cH:22]2)[n:10][c:11]2[c:12]1[cH:13][cH:14][cH:15][cH:16]2. Reactants: ClC1=C(C=C(C=C1)OC1=CC=C(C=C1)CCl)C(F)(F)F (1-chloro-4-(4-(chloromethyl)phenoxy)-2-(trifluoromethyl)benzene), N1(C=CC2=CC=CC=C12)CC=1C(NC(NC1)=S)=O (5-(1H-indol-1-ylmethyl)-2-thioxo-2,3-dihydro-4(1H)-pyrimidinone), C(=O)([O-])[O-].[K+].[K+] (K2CO3). Solvent: CN(C)C=O (DMF). Run at temperature 80 celsius. Product: ClC1=C(C=C(C=C1)OC1=CC=C(C=C1)CSC=1NC=C(C(N1)=O)CN1C=CC2=CC=CC=C12)C(F)(F)F (2-{[(4-{[4-Chloro-3-(trifluoromethyl)phenyl]oxy}phenyl)methyl]thio}-5-(1H-indol-1-ylmethyl)-4(1H)-pyrimidinone). Isolated yield 8.9%. Reaction SMILES: [Cl:1][C:2]1[CH:7]=[CH:6][C:5]([O:8][C:9]2[CH:14]=[CH:13][C:12]([CH2:15]Cl)=[CH:11][CH:10]=2)=[CH:4][C:3]=1[C:17]([F:20])([F:19])[F:18].[N:21]1([CH2:30][C:31]2[C:32](=[O:38])[NH:33][C:34](=[S:37])[NH:35][CH:36]=2)[C:29]2[C:24](=[CH:25][CH:26]=[CH:27][CH:28]=2)[CH:23]=[CH:22]1.C([O-])([O-])=O.[K+].[K+]>CN(C=O)C>[Cl:1][C:2]1[CH:7]=[CH:6][C:5]([O:8][C:9]2[CH:14]=[CH:13][C:12]([CH2:15][S:37][C:34]3[NH:35][CH:36]=[C:31]([CH2:30][N:21]4[C:29]5[C:24](=[CH:25][CH:26]=[CH:27][CH:28]=5)[CH:23]=[CH:22]4)[C:32](=[O:38])[N:33]=3)=[CH:11][CH:10]=2)=[CH:4][C:3]=1[C:17]([F:20])([F:19])[F:18] |f:2.3.4|. Procedure details: A mixture of 1-chloro-4-(4-(chloromethyl)phenoxy)-2-(trifluoromethyl)benzene (200 mg, 0.623 mmol), 5-(1H-indol-1-ylmethyl)-2-thioxo-2,3-dihydro-4(1H)-pyrimidinone (160 mg, 0.623 mmol), and K2CO3 (200 mg, 1.447 mmol) in DMF (5 mL) was heated at 80° C. for 3 h. Purification via MDAP then afforded the title compound (30 mg, 8.44% yield). LCMS: rt=4.19 min, [M+H+]=542 Reactants: O=C([O-])O, CO, COC(=O)CN, [Cl-], O=C(CCl)Nc1cccc(C(=O)Cl)c1, Cl, [Na+], O. Yields the product COC(=O)CNC(=O)c1cccc(NC(=O)CCl)c1. As a reaction SMILES: [C:8](=[O:9])([OH:10])[O-:11].[CH3:29][OH:30].[CH3:2][O:3][C:4]([CH2:5][NH2:6])=[O:7].[Cl-:27].[Cl:13][CH2:14][C:15](=[O:16])[NH:17][c:18]1[cH:19][c:20]([C:21](=[O:22])[Cl:23])[cH:24][cH:25][cH:26]1.[ClH:1].[Na+:12].[OH2:28]>>[CH3:2][O:3][C:4]([CH2:5][NH:6][C:21]([c:20]1[cH:19][c:18]([NH:17][C:15]([CH2:14][Cl:13])=[O:16])[cH:26][cH:25][cH:24]1)=[O:22])=[O:7]. Starting materials: Cc1cc(C=CCC(CC(=O)OC(C)(C)C)C(=O)NC(C(=O)NC(C)c2ccccc2)C(C)(C)C)ccc1-c1ccccc1, CCO. Product: Cc1cc(CCCC(CC(=O)OC(C)(C)C)C(=O)NC(C(=O)NC(C)c2ccccc2)C(C)(C)C)ccc1-c1ccccc1. As a reaction SMILES: [CH3:1][C:2]([CH:3]([C:4](=[O:5])[NH:6][CH:7]([CH3:8])[c:9]1[cH:10][cH:11][cH:12][cH:13][cH:14]1)[NH:15][C:16](=[O:17])[CH:18]([CH2:19][C:20](=[O:21])[O:22][C:23]([CH3:24])([CH3:25])[CH3:26])[CH2:27][CH:28]=[CH:29][c:30]1[cH:31][c:32]([CH3:42])[c:33](-[c:36]2[cH:37][cH:38][cH:39][cH:40][cH:41]2)[cH:34][cH:35]1)([CH3:43])[CH3:44].[CH3:45][CH2:46][OH:47]>>[CH3:1][C:2]([CH:3]([C:4](=[O:5])[NH:6][CH:7]([CH3:8])[c:9]1[cH:10][cH:11][cH:12][cH:13][cH:14]1)[NH:15][C:16](=[O:17])[CH:18]([CH2:19][C:20](=[O:21])[O:22][C:23]([CH3:24])([CH3:25])[CH3:26])[CH2:27][CH2:28][CH2:29][c:30]1[cH:31][c:32]([CH3:42])[c:33](-[c:36]2[cH:37][cH:38][cH:39][cH:40][cH:41]2)[cH:34][cH:35]1)([CH3:43])[CH3:44]. The reactants are NC1=C(C(=NC=N1)N1CCC(CC1)C=1N(C=C(N1)C1=CC(=C(C=C1)F)C)CCO)Br (2-[2-[1-(6-amino-5-bromo-pyrimidin-4-yl)-piperidin-4-yl]-4-(4-fluoro-3-methyl-phenyl)-imidazol-1-yl]-ethanol), C(C)(C)(C)OC(=O)N1N=CC(=C1)B1OC(C(O1)(C)C)(C)C (4-(4,4,5,5-tetramethyl-[1,3,2]dioxaborolan-2-yl)-pyrazole-1-carboxylic acid tert-butyl ester), C(=O)([O-])[O-].[Cs+].[Cs+] (Cs2CO3). Solvent: O (water). Run at temperature 50 celsius, time 8 hour. Product: NC1=NC=NC(=C1C=1C=NN(C1)C(=O)OC(C)(C)C)N1CCC(CC1)C=1N(C=C(N1)C1=CC(=C(C=C1)F)C)CCO (tert-butyl 4-(4-amino-6-(4-(4-(4-fluoro-3-methylphenyl)-1-(2-hydroxyethyl)-1H-imidazol-2-yl)piperidin-1-yl)pyrimidin-5-yl)-1H-pyrazole-1-carboxylate). RXN SMILES: [NH2:1][C:2]1[N:7]=[CH:6][N:5]=[C:4]([N:8]2[CH2:13][CH2:12][CH:11]([C:14]3[N:15]([CH2:27][CH2:28][OH:29])[CH:16]=[C:17]([C:19]4[CH:24]=[CH:23][C:22]([F:25])=[C:21]([CH3:26])[CH:20]=4)[N:18]=3)[CH2:10][CH2:9]2)[C:3]=1Br.[C:31]([O:35][C:36]([N:38]1[CH:42]=[C:41](B2OC(C)(C)C(C)(C)O2)[CH:40]=[N:39]1)=[O:37])([CH3:34])([CH3:33])[CH3:32].C([O-])([O-])=O.[Cs+].[Cs+]>O>[NH2:1][C:2]1[C:3]([C:41]2[CH:40]=[N:39][N:38]([C:36]([O:35][C:31]([CH3:34])([CH3:33])[CH3:32])=[O:37])[CH:42]=2)=[C:4]([N:8]2[CH2:13][CH2:12][CH:11]([C:14]3[N:15]([CH2:27][CH2:28][OH:29])[CH:16]=[C:17]([C:19]4[CH:24]=[CH:23][C:22]([F:25])=[C:21]([CH3:26])[CH:20]=4)[N:18]=3)[CH2:10][CH2:9]2)[N:5]=[CH:6][N:7]=1 |f:2.3.4|. Procedure details: a mixture of 2-[2-[1-(6-amino-5-bromo-pyrimidin-4-yl)-piperidin-4-yl]-4-(4-fluoro-3-methyl-phenyl)-imidazol-1-yl]-ethanol (1333.00 mg; 2.80 mmol; 1.00 eq.), 4-(4,4,5,5-tetramethyl-[1,3,2]dioxaborolan-2-yl)-pyrazole-1-carboxylic acid tert-butyl ester (1237.31 mg; 4.21 mmol; 1.50 eq.), Cs2CO3 (548 mg, 1.68 mmol) in doxane 10 ml and water 1 ml, purged with argon, added Pd(0) (tBu3)2 (143 mg, 0.28 mmol) stirred at 50° C. for overnight. LC-MS showed desired as major product, removed off solvent, puri... The reactants are Cl.[N+](=O)([O-])C=1C=C(C=CC1)NN ((3-Nitrophenyl)hydrazine hydrochloride), C(C)OC(C(C)=O)=O (2-oxo-propionic acid ethyl ester). Run in C(C)O (ethanol). Conditions: time 4 hour. Yields the product [N+](=O)([O-])C=1C=C(C=CC1)N\N=C(\C(=O)OCC)/C ((E)-ethyl 2-(2-(3-nitrophenyl)hydrazono)propanoate). RXN SMILES: Cl.[N+:2]([C:5]1[CH:6]=[C:7]([NH:11][NH2:12])[CH:8]=[CH:9][CH:10]=1)([O-:4])=[O:3].[CH2:13]([O:15][C:16](=[O:20])[C:17](=O)[CH3:18])[CH3:14]>C(O)C>[N+:2]([C:5]1[CH:6]=[C:7]([NH:11]/[N:12]=[C:17](\[CH3:18])/[C:16]([O:15][CH2:13][CH3:14])=[O:20])[CH:8]=[CH:9][CH:10]=1)([O-:4])=[O:3] |f:0.1|. Procedure details: (3-Nitrophenyl)hydrazine hydrochloride (30 g, 0.16 mol) and 2-oxo-propionic acid ethyl ester (22 g, 0.19 mol) were dissolved in ethanol (300 mL). The mixture was stirred at room temperature for 4 h before the solvent was evaporated under reduced pressure to give (E)-ethyl 2-(2-(3-nitrophenyl)hydrazono)propanoate, which was used directly in the next step. Reactants: ClC=1C=CC=C2N=CC(=NC12)OC1=CC=CC=C1 (8-chloro-2-phenoxyquinoxaline), C(CCC)[Sn](C(=C)OCC)(CCCC)CCCC (tributyl(1-ethoxyvinyl)stannane). Reagents/catalysts: CC(C)(C)P(C1=CC=C(C=C1)N(C)C)C(C)(C)C.CC(C)(C)P(C1=CC=C(C=C1)N(C)C)C(C)(C)C.Cl[Pd]Cl (PdCl2(Amphos)2). Run in C1(=CC=CC=C1)C (toluene). Product: O(C1=CC=CC=C1)C=1C=NC2=CC=CC(=C2N1)C(C)=O (1-(3-phenoxyquinoxalin-5-yl)ethanone). Reaction SMILES: Cl[C:2]1[CH:3]=[CH:4][CH:5]=[C:6]2[C:11]=1[N:10]=[C:9]([O:12][C:13]1[CH:18]=[CH:17][CH:16]=[CH:15][CH:14]=1)[CH:8]=[N:7]2.C([Sn](CCCC)(CCCC)[C:24]([O:26]CC)=[CH2:25])CCC>C1(C)C=CC=CC=1.CC(P(C(C)(C)C)C1C=CC(N(C)C)=CC=1)(C)C.CC(P(C(C)(C)C)C1C=CC(N(C)C)=CC=1)(C)C.Cl[Pd]Cl>[O:12]([C:9]1[CH:8]=[N:7][C:6]2[C:11]([N:10]=1)=[C:2]([C:24](=[O:26])[CH3:25])[CH:3]=[CH:4][CH:5]=2)[C:13]1[CH:18]=[CH:17][CH:16]=[CH:15][CH:14]=1 |f:3.4.5|. Procedure details: A solution of 8-chloro-2-phenoxyquinoxaline (253 mg, 0.986 mmol), tributyl(1-ethoxyvinyl)stannane (499 μl, 1.478 mmol, Aldrich), and PdCl2(Amphos)2 (34.9 mg, 0.049 mmol) in toluene (9.9 ml) was stirred at 110° C. in a sealed tube for 16 h. Purification by silica gel (100% hexanes to 10% EtOAc/hexanes) provided 1-(3-phenoxyquinoxalin-5-yl)ethanone as a white solid. MS (ESI, pos. ion) m/z: 365.2 (M+1). The reactants are CN1C(=O)C[C@](C)(N/C/1=N/C(=O)OC(C)(C)C)c2cc(Br)cs2, OB(O)c1ccc(cc1)C(=O)NC2CCCC2. Reagents/catalysts: CCN=P(N=P(N(C)C)(N(C)C)N(C)C)(N(C)C)N(C)C (P2-Et), CC(C)c1cc(C(C)C)c(-c2ccccc2[PH](C(C)(C)C)(C(C)(C)C)[Pd]2(OS(C)(=O)=O)Nc3ccccc3-c3ccccc32)c(C(C)C)c1 (tBuXphos G3). The solvent is CS(C)=O (DMSO), O (water), CS(C)=O (DMSO), CS(C)=O (DMSO), CS(C)=O (DMSO). Run at time 22 hour. Product: CN1C(=O)C[C@](C)(N/C/1=N/C(=O)OC(C)(C)C)c2cc(cs2)c3ccc(cc3)C(=O)NC4CCCC4, CN1C(=O)C[C@](C)(N/C/1=N/C(=O)OC(C)(C)C)c2cc(Br)cs2, c1ccc(-c2ccccc2)cc1.